From a dataset of the Open Reaction Database (ORD), a public repository of structured organic reaction records. describe an organic reaction: reactants, conditions, products, and yield Starting materials: NC1C(CC(C1CN)(C)C)C (5-amino-2,2,4-trimethylcyclopentylmethylamine), C(CC(=O)C)(=O)OCC (ethyl acetoacetate). Solvent: CO (methanol), CO (methanol), CO (methanol). Run at time 8 hour. The product is C(C)OC(=O)C=C(C)NC1C(C(CC1C)(C)C)C(C(=O)OCC)NC(=C)C (1-(1-ethoxycarbonyl-2-prop-1-enylamino)-2-(1-ethoxycarbonyl-2-prop-1-enylaminomethyl)-3,3,5-trimethylcyclopentane). Yield: 95.2%. RXN SMILES: [NH2:1][CH:2]1[CH:6]([CH2:7][NH2:8])[C:5]([CH3:10])([CH3:9])[CH2:4][CH:3]1[CH3:11].[C:12]([O:18][CH2:19][CH3:20])(=[O:17])[CH2:13][C:14]([CH3:16])=O>CO>[CH2:19]([O:18][C:12]([CH:13]=[C:14]([NH:1][CH:2]1[CH:3]([CH3:11])[CH2:4][C:5]([CH3:10])([CH3:9])[CH:6]1[CH:7]([NH:8][C:14]([CH3:16])=[CH2:13])[C:12]([O:18][CH2:19][CH3:20])=[O:17])[CH3:16])=[O:17])[CH3:20]. Procedure: To 5-amino-2,2,4-trimethylcyclopentylmethylamine (127.76 g, 0.819 mol) in methanol (700 ml) was slowly added with stirring ethyl acetoacetate (215.85 g, 1.660 mol) in methanol (700 ml) over 35 minutes, during which the temperature increased from 22° C. to 31° C. The reaction mixture was allowed to stand at 21° C. overnight (17 h). Further methanol was added, and removal of solvent and drying (91°/100 Pa) gave 1-(1-ethoxycarbonyl-2-prop-1-enylamino)-2-(1-ethoxycarbonyl-2-prop-1-enylaminomethyl)-3...